Dataset: the Open Reaction Database (ORD), a public repository of structured organic reaction records. Task: describe an organic reaction: reactants, conditions, products, and yield As a reaction SMILES: [CH2:3]([CH3:4])[O:5][C:6](=[O:7])[c:8]1[cH:9][n:10][n:11]([CH3:31])[c:12]1[C:13]([NH:14][c:15]1[cH:16][c:17]2[n:18]([cH:19][cH:20]1)[cH:21][c:22](-[c:24]1[cH:25][cH:26][cH:27][cH:28][cH:29]1)[n:23]2)=[O:30].[CH3:32][CH2:33][OH:34].[K+:2].[OH-:1]>>[O:5]=[C:6]([OH:7])[c:8]1[cH:9][n:10][n:11]([CH3:31])[c:12]1[C:13]([NH:14][c:15]1[cH:16][c:17]2[n:18]([cH:19][cH:20]1)[cH:21][c:22](-[c:24]1[cH:25][cH:26][cH:27][cH:28][cH:29]1)[n:23]2)=[O:30]. The product is Cn1ncc(C(=O)O)c1C(=O)Nc1ccn2cc(-c3ccccc3)nc2c1. The reactants are CCOC(=O)c1cnn(C)c1C(=O)Nc1ccn2cc(-c3ccccc3)nc2c1, CCO, [K+], [OH-].